Dataset: the Open Reaction Database (ORD), a public repository of structured organic reaction records. Task: describe an organic reaction: reactants, conditions, products, and yield The reactants are C1(=CC=CC=C1)C1=CC=C(N1CC1=CC=C(C=C1)C(F)(F)F)C=1C=C2C=CC(=CC2=CC1)OCC1=CC=C(C(=O)OC)C=C1 (methyl 4-{[(6-{5-phenyl-1-[4-(trifluoromethyl)benzyl]-1H-pyrrol-2-yl}-2-naphthyl)oxy]methyl}benzoate), [OH-].[Na+] (NaOH). The solvent is C1CCOC1 (THF), CO (methanol), O (water). Product: C1(=CC=CC=C1)C1=CC=C(N1CC1=CC=C(C=C1)C(F)(F)F)C=1C=C2C=CC(=CC2=CC1)OCC1=CC=C(C(=O)O)C=C1 (4-{[(6-{5-phenyl-1-[4-(trifluoromethyl)benzyl]-1H-pyrrol-2-yl}-2-naphthyl)oxy]methyl}benzoic acid). Isolated yield 95.3%. Reaction SMILES: [C:1]1([C:7]2[N:11]([CH2:12][C:13]3[CH:18]=[CH:17][C:16]([C:19]([F:22])([F:21])[F:20])=[CH:15][CH:14]=3)[C:10]([C:23]3[CH:24]=[C:25]4[C:30](=[CH:31][CH:32]=3)[CH:29]=[C:28]([O:33][CH2:34][C:35]3[CH:44]=[CH:43][C:38]([C:39]([O:41]C)=[O:40])=[CH:37][CH:36]=3)[CH:27]=[CH:26]4)=[CH:9][CH:8]=2)[CH:6]=[CH:5][CH:4]=[CH:3][CH:2]=1.[OH-].[Na+]>C1COCC1.CO.O>[C:1]1([C:7]2[N:11]([CH2:12][C:13]3[CH:14]=[CH:15][C:16]([C:19]([F:20])([F:21])[F:22])=[CH:17][CH:18]=3)[C:10]([C:23]3[CH:24]=[C:25]4[C:30](=[CH:31][CH:32]=3)[CH:29]=[C:28]([O:33][CH2:34][C:35]3[CH:36]=[CH:37][C:38]([C:39]([OH:41])=[O:40])=[CH:43][CH:44]=3)[CH:27]=[CH:26]4)=[CH:9][CH:8]=2)[CH:2]=[CH:3][CH:4]=[CH:5][CH:6]=1 |f:1.2|. Procedure details: A mixture of methyl 4-{[(6-{5-phenyl-1-[4-(trifluoromethyl)benzyl]-1H-pyrrol-2-yl}-2-naphthyl)oxy]methyl}benzoate (200 mg, 0.338 mmol), prepared in the previous step, and 1 N NaOH (507 μL, 0.507 mmol) in 20 mL of THF plus 20 mL of methanol plus 5 mL water was refluxed under nitrogen for 9 h. The reaction was filtered and then allowed to cool to room temperature. The reaction was acidified by the addition of 2.5 mL of 1 N HCl and then concentrated under reduced pressure to remove the THF and meth... The reactants are CC(=O)O[BH-](OC(C)=O)OC(C)=O, O=C([O-])O, CSc1nn2c(I)cccc2c1NCC1CC1, [Na+], [Na+], O=CC1CCOCC1, C1CCOC1. The product is CSc1nn2c(I)cccc2c1N(CC1CCOCC1)CC1CC1. Reaction SMILES: [C:26]([O:27][BH-:28]([O:29][C:30](=[O:31])[CH3:32])[O:33][C:34](=[O:35])[CH3:36])(=[O:37])[CH3:38].[C:40](=[O:41])([OH:42])[O-:43].[CH:1]1([CH2:4][NH:5][c:6]2[c:7]([S:16][CH3:17])[n:8][n:9]3[c:10]2[cH:11][cH:12][cH:13][c:14]3[I:15])[CH2:2][CH2:3]1.[Na+:39].[Na+:44].[O:18]1[CH2:19][CH2:20][CH:21]([CH:24]=[O:25])[CH2:22][CH2:23]1.[O:45]1[CH2:46][CH2:47][CH2:48][CH2:49]1>>[CH:1]1([CH2:4][N:5]([c:6]2[c:7]([S:16][CH3:17])[n:8][n:9]3[c:10]2[cH:11][cH:12][cH:13][c:14]3[I:15])[CH2:24][CH:21]2[CH2:20][CH2:19][O:18][CH2:23][CH2:22]2)[CH2:2][CH2:3]1. Starting materials: Cc1ccc([N+](=O)[O-])c(C=O)c1C, CCO, [Na], CCOP(=O)(OCC)C1NC(=O)NC1=O, O. Yields the product Cc1ccc([N+](=O)[O-])c(C=C2NC(=O)NC2=O)c1C. As a reaction SMILES: [CH3:17][c:18]1[c:19]([CH:20]=[O:21])[c:22]([N+:27](=[O:28])[O-:29])[cH:23][cH:24][c:25]1[CH3:26].[CH3:30][CH2:31][OH:32].[Na:1].[O:2]=[C:3]1[NH:4][CH:5]([P:9]([O:10][CH2:11][CH3:12])(=[O:13])[O:14][CH2:15][CH3:16])[C:6](=[O:8])[NH:7]1.[OH2:33]>>[O:2]=[C:3]1[NH:4][C:5](=[CH:20][c:19]2[c:18]([CH3:17])[c:25]([CH3:26])[cH:24][cH:23][c:22]2[N+:27](=[O:28])[O-:29])[C:6](=[O:8])[NH:7]1. The reactants are ClC=1C(=C2C(=C(N(C2=CC1)CC(=O)O)C)S(=O)(=O)C1=CC=C(C=C1)Cl)C#N (5-Chloro-3-[(4-chlorophenyl)sulfonyl]-4-cyano-2-methyl-1H-indole-1-acetic acid), ClC1=CC=C(C=C1)S(=O)C1=C(N(C2=CC=C(C=C12)C#N)CC(=O)OC)C (3-[(4-chlorophenyl)sulfinyl]-5-cyano-2-methyl-1H-indole-1-acetic acid, methyl ester). Yields the product ClC1=CC=C(C=C1)S(=O)C1=C(N(C2=CC=C(C=C12)C#N)CC(=O)O)C (3-[(4-chlorophenyl)sulfinyl]-5-cyano-2-methyl-1H-indole-1-acetic acid). RXN SMILES: ClC1C(C#N)=C2C(=CC=1)N(CC(O)=O)C(C)=C2S(C1C=CC(Cl)=CC=1)(=O)=O.[Cl:28][C:29]1[CH:34]=[CH:33][C:32]([S:35]([C:37]2[C:45]3[C:40](=[CH:41][CH:42]=[C:43]([C:46]#[N:47])[CH:44]=3)[N:39]([CH2:48][C:49]([O:51]C)=[O:50])[C:38]=2[CH3:53])=[O:36])=[CH:31][CH:30]=1>>[Cl:28][C:29]1[CH:30]=[CH:31][C:32]([S:35]([C:37]2[C:45]3[C:40](=[CH:41][CH:42]=[C:43]([C:46]#[N:47])[CH:44]=3)[N:39]([CH2:48][C:49]([OH:51])=[O:50])[C:38]=2[CH3:53])=[O:36])=[CH:33][CH:34]=1. Reported procedure: The title compound was prepared by the method of example 5 part (d) using the product of step (c). Starting materials: C1CCNCC1, COC(=O)CCCCI, c1ccccc1. Product: COC(=O)CCCCN1CCCCC1. Reaction SMILES: [CH2:10]1[CH2:11][CH2:12][NH:13][CH2:14][CH2:15]1.[I:1][CH2:2][CH2:3][CH2:4][CH2:5][C:6](=[O:7])[O:8][CH3:9].[cH:16]1[cH:17][cH:18][cH:19][cH:20][cH:21]1>>[CH2:2]([CH2:3][CH2:4][CH2:5][C:6](=[O:7])[O:8][CH3:9])[N:13]1[CH2:12][CH2:11][CH2:10][CH2:15][CH2:14]1. The reactants are NO (NH2OH), CC(=O)O (HOAc), C(C)C=1C=NC(=NC1)N1CCC(CC1)[C@@H]1[C@@H](C1)COCC1=CC=C(C(=O)N)C=C1 (4-[({(1R,2R)-2-[1-(5-ethylpyrimidin-2-yl)piperidin-4-yl]cyclopropyl}methoxy)methyl]benzamide), COC(N(C)C)OC (N,N-dimethylformamide dimethyl acetal). The solvent is O1CCOCC1 (1,4-dioxane). Run at time 4 hour. The product is C(C)C=1C=NC(=NC1)N1CCC(CC1)[C@@H]1[C@@H](C1)COCC1=CC=C(C=C1)C1=NC=NO1 (5-ethyl-2-{4-[(1R,2R)-2-({[4-(1,2,4-oxadiazol-5-yl)benzyl]oxy}methyl)cyclopropyl]piperidin-1-yl}pyrimidine). As a reaction SMILES: [CH2:1]([C:3]1[CH:4]=[N:5][C:6]([N:9]2[CH2:14][CH2:13][CH:12]([C@H:15]3[CH2:17][C@H:16]3[CH2:18][O:19][CH2:20][C:21]3[CH:29]=[CH:28][C:24]([C:25]([NH2:27])=[O:26])=[CH:23][CH:22]=3)[CH2:11][CH2:10]2)=[N:7][CH:8]=1)[CH3:2].NO.CC(O)=O.CO[CH:38](OC)[N:39](C)C>O1CCOCC1>[CH2:1]([C:3]1[CH:4]=[N:5][C:6]([N:9]2[CH2:14][CH2:13][CH:12]([C@H:15]3[CH2:17][C@H:16]3[CH2:18][O:19][CH2:20][C:21]3[CH:22]=[CH:23][C:24]([C:25]4[O:26][N:39]=[CH:38][N:27]=4)=[CH:28][CH:29]=3)[CH2:11][CH2:10]2)=[N:7][CH:8]=1)[CH3:2]. Reported procedure: A solution of the product of step B (80 mg, 0.203 mmol) in N,N-dimethylformamide dimethyl acetal (2 mL) was stirred at 120° C. for 4 h. Upon cooling to RT, the solvent was removed under vacuum to leave a residue. The resulting residue was dissolved in 1,4-dioxane (1 mL) followed by the addition of NH2OH (0.016 mL of 50% solution in H2O, 0.243 mmol) and HOAc (0.5 mL). The reaction was stirred at 90° C. for 4 h before being cooled to RT. The reaction was quenched with a saturated aqueous solution ... As a reaction SMILES: [Cl:1][C:2]1[CH:7]=[C:6]2[NH:8][C:9](=[O:41])[C:10]3([CH:15]([C:16]4[CH:21]=[C:20]([Cl:22])[CH:19]=[CH:18][C:17]=4[O:23][C:24]([C:27]([O:29]C)=[O:28])([CH3:26])[CH3:25])[CH2:14][C:13](=[O:31])[NH:12][CH:11]3[C:32]3[CH:37]=[C:36]([CH3:38])[CH:35]=[CH:34][C:33]=3[O:39][CH3:40])[C:5]2=[CH:4][CH:3]=1.[OH-].[Na+].O>CO>[Cl:1][C:2]1[CH:7]=[C:6]2[NH:8][C:9](=[O:41])[C:10]3([CH:15]([C:16]4[CH:21]=[C:20]([Cl:22])[CH:19]=[CH:18][C:17]=4[O:23][C:24]([C:27]([OH:29])=[O:28])([CH3:25])[CH3:26])[CH2:14][C:13](=[O:31])[NH:12][CH:11]3[C:32]3[CH:37]=[C:36]([CH3:38])[CH:35]=[CH:34][C:33]=3[O:39][CH3:40])[C:5]2=[CH:4][CH:3]=1 |f:1.2|. Run in CO (methanol). The product is ClC1=CC=C2C(=C1)NC(C21C(NC(CC1C1=C(C=CC(=C1)Cl)OC(C)(C)C(=O)O)=O)C1=C(C=CC(=C1)C)OC)=O (racemic (2′S,3S,4′R)-6-chloro-4′-[5-chloro-2-(1-hydroxycarbonyl-1-methyl-ethoxy)-phenyl]-2′-(5-methyl-2-methoxy-phenyl)spiro[3H-indole-3,3′-piperidine]-2,6′(1H)-dione). Reaction conditions: temperature 70 celsius. Starting materials: ClC1=CC=C2C(=C1)NC(C21C(NC(CC1C1=C(C=CC(=C1)Cl)OC(C)(C)C(=O)OC)=O)C1=C(C=CC(=C1)C)OC)=O (racemic (2′S,3S,4′R)-6-chloro-4′-[5-chloro-2-(1-methoxycarbonyl-1-methyl-ethoxy)-phenyl]-2′-(5-methyl-2-methoxy-phenyl)spiro[3H-indole-3,3′-piperidine]-2,6′(1H)-dione), [OH-].[Na+] (NaOH), O (H2O). Yield: 21.6%. Procedure details: A mixture of racemic (2′S,3S,4′R)-6-chloro-4′-[5-chloro-2-(1-methoxycarbonyl-1-methyl-ethoxy)-phenyl]-2′-(5-methyl-2-methoxy-phenyl)spiro[3H-indole-3,3′-piperidine]-2,6′(1H)-dione (100 mg, 0.167 mmol), NaOH (33.5 mg, 0.837 mmol), H2O (2 mL) and methanol (3 mL) was heated at 70° C. for 1 h. Then methanol was removed by vacuum and the aqueous solution was acidified to “pH” 1-2 by addition of concentrated HCl aqueous solution. The precipitate was collected by filtration and washed with CH2Cl2 twice... Reactants: Cl.COC(=O)CCNC(C1=CC(=C(C=C1)NCCCN1CCSCC1)[N+](=O)[O-])=O (3-nitro-4-(3-thiomorpholino-propylamino)-benzoic acid-[N-(2-methoxycarbonyl-ethyl)-amide]-hydrochloride). Solvent: C(Cl)Cl.CO (methylene chloride methanol). Product: COC(=O)CCNC(C1=C(C(=CC=C1)N)NCC1=CC=CC=C1)=O (3-amino-2-benzylamino-benzoic acid-[N-(2-methoxycarbonyl-ethyl)-amide]). Reaction SMILES: Cl.[CH3:2][O:3][C:4]([CH2:6][CH2:7][NH:8][C:9](=[O:29])[C:10]1[CH:15]=[CH:14][C:13](NCCCN2CCSCC2)=[C:12]([N+:26]([O-])=O)[CH:11]=1)=[O:5]>C(Cl)Cl.CO>[CH3:2][O:3][C:4]([CH2:6][CH2:7][NH:8][C:9](=[O:29])[C:10]1[CH:15]=[CH:14][CH:13]=[C:12]([NH2:26])[C:11]=1[NH:8][CH2:9][C:10]1[CH:15]=[CH:14][CH:13]=[CH:12][CH:11]=1)=[O:5] |f:0.1,2.3|. Reported procedure: The same procedure is used as in (1). Rf value: 0.69 (silica gel; methylene chloride/methanol=9:1)